The task is: describe an organic reaction: reactants, conditions, products, and yield. This data is from the Open Reaction Database (ORD), a public repository of structured organic reaction records. The reactants are Cc1c(C(F)F)ccc[n+]1[O-], O, O=[N+]([O-])O, O=S(=O)(O)O. As a reaction SMILES: [F:1][CH:2]([c:3]1[c:4]([CH3:10])[n+:5]([O-:9])[cH:6][cH:7][cH:8]1)[F:11].[OH2:12].[OH:13][N+:14]([O-:15])=[O:16].[S:17](=[O:18])(=[O:19])([OH:20])[OH:21]>>[F:1][CH:2]([c:3]1[c:4]([CH3:10])[n+:5]([O-:9])[cH:6][cH:7][c:8]1[N+:14](=[O:13])[O-:15])[F:11]. The product is Cc1c(C(F)F)c([N+](=O)[O-])cc[n+]1[O-]. The reactants are [BH4-], CC(=O)c1ccc2oc(-c3ccc(Cl)cc3)nc2c1, [Na+], C1CCOC1. Yields the product CC(O)c1ccc2oc(-c3ccc(Cl)cc3)nc2c1. RXN SMILES: [BH4-:20].[Cl:1][c:2]1[cH:3][cH:4][c:5](-[c:8]2[o:9][c:10]3[c:11]([n:12]2)[cH:13][c:14]([C:17]([CH3:18])=[O:19])[cH:15][cH:16]3)[cH:6][cH:7]1.[Na+:21].[O:22]1[CH2:23][CH2:24][CH2:25][CH2:26]1>>[Cl:1][c:2]1[cH:3][cH:4][c:5](-[c:8]2[o:9][c:10]3[c:11]([n:12]2)[cH:13][c:14]([CH:17]([CH3:18])[OH:19])[cH:15][cH:16]3)[cH:6][cH:7]1. Reactants: BrC1=CC=C(C=C1)OB(O)O (4-bromophenylboric acid), C1(C=CCC1)=O (cyclopentenone), C([O-])(O)=O.[Na+] (sodium bicarbonate). Reagents/catalysts: C/C(=C/C(=O)C)/O.C=C.C=C.[Rh] (acetylacetonato bis(ethylene)rhodium(I)), C1=CC=C(C=C1)P(C2=CC=CC=C2)C3=C(C4=CC=CC=C4C=C3)C5=C(C=CC6=CC=CC=C65)P(C7=CC=CC=C7)C8=CC=CC=C8 ((R)-BINAP). The solvent is O1CCOCC1 (1,4-dioxane), O (water). Yields the product BrC1=CC=C(C=C1)[C@H]1CC(CC1)=O ((3R)-3-(4-Bromophenyl)cyclopentanone). Yield: 93.6%. RXN SMILES: [Br:1][C:2]1[CH:7]=[CH:6][C:5](OB(O)O)=[CH:4][CH:3]=1.[C:12]1(=[O:17])[CH2:16][CH2:15][CH:14]=[CH:13]1.C(=O)(O)[O-].[Na+]>O1CCOCC1.O.C/C(/O)=C/C(C)=O.C=C.C=C.[Rh].C1C=CC(P(C2C=CC3C(=CC=CC=3)C=2C2C3C(=CC=CC=3)C=CC=2P(C2C=CC=CC=2)C2C=CC=CC=2)C2C=CC=CC=2)=CC=1>[Br:1][C:2]1[CH:7]=[CH:6][C:5]([C@@H:14]2[CH2:15][CH2:16][C:12](=[O:17])[CH2:13]2)=[CH:4][CH:3]=1 |f:2.3,6.7.8.9|. Reported procedure: Under nitrogen stream, 4-bromophenylboric acid (15.7 g, 78 mmol), (R)-BINAP 1.17 g (1.9 mmol), and acetylacetonato bis(ethylene)rhodium(I) (486 mg, 1.9 mmol) were dissolved in a solvent mixture of 1,4-dioxane (150 mL) and water (15 mL), followed by degassing with ultrasonic waves. Subsequently, cyclopentenone (2.6 mL, 31 mmol) was added and the mixture was stirred under reflux with heating for 3 hours. The reaction solution was cooled to room temperature, followed by addition of saturated aqueou... RXN SMILES: [Br:1][c:2]1[cH:3][cH:4][c:5]([CH2:8][CH2:9][CH3:10])[n:6][cH:7]1.[CH2:11]([CH2:12][CH2:24][CH3:25])[C:13]([Sn:14])=[C:15]([CH2:16][CH2:17][CH2:18][CH3:19])[CH2:20][CH2:21][CH2:22][CH3:23].[CH2:31]1[O:32][CH2:33][CH2:34][CH2:35]1.[O:26]=[CH:27][N:28]([CH3:29])[CH3:30].[OH2:36].[cH:37]1[cH:38][cH:39][c:40]([P:41]([Pd:42]([P:43]([c:44]2[cH:45][cH:46][cH:47][cH:48][cH:49]2)([c:50]2[cH:51][cH:52][cH:53][cH:54][cH:55]2)[c:56]2[cH:57][cH:58][cH:59][cH:60][cH:61]2)([P:62]([c:63]2[cH:64][cH:65][cH:66][cH:67][cH:68]2)([c:69]2[cH:70][cH:71][cH:72][cH:73][cH:74]2)[c:75]2[cH:76][cH:77][cH:78][cH:79][cH:80]2)[P:81]([c:82]2[cH:83][cH:84][cH:85][cH:86][cH:87]2)([c:88]2[cH:89][cH:90][cH:91][cH:92][cH:93]2)[c:94]2[cH:95][cH:96][cH:97][cH:98][cH:99]2)([c:100]2[cH:101][cH:102][cH:103][cH:104][cH:105]2)[c:106]2[cH:107][cH:108][cH:109][cH:110][cH:111]2)[cH:112][cH:113]1>>[c:2]1([CH:11]=[CH2:12])[cH:3][cH:4][c:5]([CH2:8][CH2:9][CH3:10])[n:6][cH:7]1. Starting materials: CCCc1ccc(Br)cn1, CCCCC([Sn])=C(CCCC)CCCC, C1CCOC1, CN(C)C=O, O, c1ccc(P(c2ccccc2)(c2ccccc2)[Pd](P(c2ccccc2)(c2ccccc2)c2ccccc2)(P(c2ccccc2)(c2ccccc2)c2ccccc2)P(c2ccccc2)(c2ccccc2)c2ccccc2)cc1. Yields the product C=Cc1ccc(CCC)nc1.